Dataset: the Open Reaction Database (ORD), a public repository of structured organic reaction records. Task: describe an organic reaction: reactants, conditions, products, and yield Starting materials: COCC(=O)Nc1cccc(-c2nn(C3CCCCO3)c3ccc(C(N)=O)cc23)c1, Cc1ccccc1, Cl. The product is COCC(=O)Nc1cccc(-c2n[nH]c3ccc(C(N)=O)cc23)c1. As a reaction SMILES: [CH3:1][O:2][CH2:3][C:4](=[O:5])[NH:6][c:7]1[cH:8][c:9](-[c:13]2[n:14][n:15]([CH:25]3[CH2:26][CH2:27][CH2:28][CH2:29][O:30]3)[c:16]3[cH:17][cH:18][c:19]([C:22](=[O:23])[NH2:24])[cH:20][c:21]23)[cH:10][cH:11][cH:12]1.[CH3:31][c:32]1[cH:33][cH:34][cH:35][cH:36][cH:37]1.[ClH:38]>>[CH3:1][O:2][CH2:3][C:4](=[O:5])[NH:6][c:7]1[cH:8][c:9](-[c:13]2[n:14][nH:15][c:16]3[cH:17][cH:18][c:19]([C:22](=[O:23])[NH2:24])[cH:20][c:21]23)[cH:10][cH:11][cH:12]1. Reactants: C1(CCCC1)CC(=O)O (Cyclopentylacetic acid), N (ammonia), S(=O)(Cl)Cl (thionyl chloride), CN(C)C=O (DMF). Run in ClCCl (Dichloromethane). Run at time 1.5 hour. Yields the product C1(CCCC1)CC(=O)N (cyclopentylacetamide). Yield: 52.0%. RXN SMILES: [CH:1]1([CH2:6][C:7]([OH:9])=O)[CH2:5][CH2:4][CH2:3][CH2:2]1.S(Cl)(Cl)=O.C[N:15](C=O)C.N>ClCCl>[CH:1]1([CH2:6][C:7]([NH2:15])=[O:9])[CH2:5][CH2:4][CH2:3][CH2:2]1. Procedure: Cyclopentylacetic acid (5.2 g, 41 mmol) and thionyl chloride (10 mL) were combined then DMF (0.2 mL) was added and the solution was stirred 1.5 h at R.T. Dichloromethane (10 mL) was added and the solution cooled in an ice bath whereupon 25% aqueous ammonia (30 mL) was added and the mixture stirred for 0.5 h. The solution was extracted with CH2Cl2 (3×) and the combined extracts washed with 1N HCl, dried over MgSO4, and concentrated to give cyclopentylacetamide (2.699 g, 52%). [1H]-NMR(CDCl3) cons... Starting materials: CC(Cl)c1cccnc1, O=C(O)c1ccc(CC2CC2)cc1. The reagents and catalysts are O=C([O-])[O-].[Cs+].[Cs+] (cesium carbonate), [I-].[K+] (potassium iodide). Run in CN(C)C=O (DMF), CN(C)C=O (dmf), CN(C)C=O (DMF). Reaction conditions: temperature 70 celsius, time 16 hour. Product: CC(OC(=O)c1ccc(CC2CC2)cc1)c1cccnc1. Reactants: O[C@@H]1[C@]2(C)[C@@]3([C@H](C1)C3)[C@@H]3CCC1=CC(CC[C@]1(C)[C@H]3CC2)=O (17β-Hydroxy-14α,15α-methylene-androst-4-ene-3-one), 2,3-dichloro-5-6-dicyanobenzoquinone. The solvent is C1(=CC=CC=C1)C (toluene). Yields the product O[C@@H]1[C@]2(C)[C@@]3([C@H](C1)C3)[C@@H]3CCC1=CC(C=C[C@]1(C)[C@H]3CC2)=O (17β-Hydroxy-14α,15α-methylene-androsta-1,4-diene-3-one). As a reaction SMILES: [OH:1][C@H:2]1[CH2:7][C@@H:6]2[CH2:8][C@:5]32[C@H:9]2[C@H:19]([CH2:20][CH2:21][C@:3]13[CH3:4])[C@:17]1([CH3:18])[C:12](=[CH:13][C:14](=[O:22])[CH2:15][CH2:16]1)[CH2:11][CH2:10]2>C1(C)C=CC=CC=1>[OH:1][C@H:2]1[CH2:7][C@@H:6]2[CH2:8][C@:5]32[C@H:9]2[C@H:19]([CH2:20][CH2:21][C@:3]13[CH3:4])[C@:17]1([CH3:18])[C:12](=[CH:13][C:14](=[O:22])[CH:15]=[CH:16]1)[CH2:11][CH2:10]2. Procedure: 17β-Hydroxy-14α,15α-methylene-androst-4-ene-3-one (4 g) in 160 mL of toluene is stirred for 6 days at 85° C. with 3.2 g of 2,3-dichloro-5-6-dicyanobenzoquinone. The precipitate is filtered off, washed with a little toluene and the filtrates and washings are evaporated to dryness. The residue is purified by chromatography, 17β-Hydroxy-14α,15α-methylene-androsta-1,4-diene-3-one being obtained. Starting materials: CCOC(=O)COc1ccc(OCc2ccccc2)cc1OCc1ccccc1, CO, N, O. RXN SMILES: [CH2:1]([c:2]1[cH:3][cH:4][cH:5][cH:6][cH:7]1)[O:8][c:9]1[c:10]([O:11][CH2:12][C:13](=[O:14])[O:15][CH2:16][CH3:17])[cH:18][cH:19][c:20]([O:22][CH2:23][c:24]2[cH:25][cH:26][cH:27][cH:28][cH:29]2)[cH:21]1.[CH3:31][OH:32].[NH3:30].[OH2:33]>>[CH2:1]([c:2]1[cH:3][cH:4][cH:5][cH:6][cH:7]1)[O:8][c:9]1[c:10]([O:11][CH2:12][C:13](=[O:14])[NH2:30])[cH:18][cH:19][c:20]([O:22][CH2:23][c:24]2[cH:25][cH:26][cH:27][cH:28][cH:29]2)[cH:21]1. Product: NC(=O)COc1ccc(OCc2ccccc2)cc1OCc1ccccc1. Reactants: CC[SiH](CC)CC, CO, ClCCl, COC(=O)c1cc2c([nH]1)CC(F)(F)C2=O, O=C(O)C(F)(F)F. Yields the product COC(=O)c1cc2c([nH]1)CC(F)(F)C2. RXN SMILES: [CH2:16]([SiH:17]([CH2:18][CH3:19])[CH2:20][CH3:21])[CH3:22].[CH3:23][OH:24].[Cl:25][CH2:26][Cl:27].[F:1][C:2]1([F:15])[C:3](=[O:14])[c:4]2[c:5]([nH:6][c:7]([C:9](=[O:10])[O:11][CH3:12])[cH:8]2)[CH2:13]1.[F:28][C:29]([F:30])([F:31])[C:32]([OH:33])=[O:34]>>[F:1][C:2]1([F:15])[CH2:3][c:4]2[c:5]([nH:6][c:7]([C:9](=[O:10])[O:11][CH3:12])[cH:8]2)[CH2:13]1. Starting materials: ClC1=C2C(=CC(=NC2=CC=C1)C(=O)OC)O (methyl 5-chloro-4-hydroxy-2-quinoline-carboxylate), BrCC(=O)OC (methyl bromoacetate). Product: ClC1=C2C(=CC(=NC2=CC=C1)C(=O)OC)OCC(=O)OC (methyl 5-chloro-4-methoxycarbonylmethyloxy-2-quinolinecarboxylate). RXN SMILES: [Cl:1][C:2]1[CH:11]=[CH:10][CH:9]=[C:8]2[C:3]=1[C:4]([OH:16])=[CH:5][C:6]([C:12]([O:14][CH3:15])=[O:13])=[N:7]2.Br[CH2:18][C:19]([O:21][CH3:22])=[O:20]>>[Cl:1][C:2]1[CH:11]=[CH:10][CH:9]=[C:8]2[C:3]=1[C:4]([O:16][CH2:18][C:19]([O:21][CH3:22])=[O:20])=[CH:5][C:6]([C:12]([O:14][CH3:15])=[O:13])=[N:7]2. Reported procedure: The purified methyl 5-chloro-4-hydroxy-2-quinoline-carboxylate is alkylated with methyl bromoacetate as described in example 2 to produce methyl 5-chloro-4-methoxycarbonylmethyloxy-2-quinolinecarboxylate.